This data is from the Open Reaction Database (ORD), a public repository of structured organic reaction records. The task is: describe an organic reaction: reactants, conditions, products, and yield The reactants are C(C)(=O)C1=C(C(=C(OC(C(=O)OCC)C2=CC=C(C=C2)OC)C=C1)CCC)O (Ethyl 2-(4-acetyl-2-n-propyl-3-hydroxyphenoxy)-2-(4-methoxyphenyl)acetate), [OH-].[Na+] (sodium hydroxide), Cl (hydrochloric acid). Solvent: 1. Reaction conditions: temperature 80 celsius, time 2 hour. The product is C(C)(=O)C1=C(C(=C(OC(C(=O)O)C2=CC=C(C=C2)OC)C=C1)CCC)O (2-(4-acetyl-2-n-propyl-3-hydroxyphenoxy)-2-(4-methoxyphenyl) acetic acid). Isolated yield 21.6%. RXN SMILES: [C:1]([C:4]1[CH:24]=[CH:23][C:7]([O:8][CH:9]([C:15]2[CH:20]=[CH:19][C:18]([O:21][CH3:22])=[CH:17][CH:16]=2)[C:10]([O:12]CC)=[O:11])=[C:6]([CH2:25][CH2:26][CH3:27])[C:5]=1[OH:28])(=[O:3])[CH3:2].[OH-].[Na+].Cl>>[C:1]([C:4]1[CH:24]=[CH:23][C:7]([O:8][CH:9]([C:15]2[CH:20]=[CH:19][C:18]([O:21][CH3:22])=[CH:17][CH:16]=2)[C:10]([OH:12])=[O:11])=[C:6]([CH2:25][CH2:26][CH3:27])[C:5]=1[OH:28])(=[O:3])[CH3:2] |f:1.2|. Procedure details: A mixture of 4.5 g of Ethyl 2-(4-acetyl-2-n-propyl-3-hydroxyphenoxy)-2-(4-methoxyphenyl)acetate and 150 ml of 1 Normal sodium hydroxide was stirred at 80° C. for 2 hours. The reaction mixture was then cooled, acidified with 1 Normal hydrochloric acid, extracted with ethyl acetate, treated with charcoal, filtered and concentrated to dryness to give an oily residue which was crystallized from EtOAc/hexane, yielding 0.9 g of product, melting point 154°-156° C. Starting materials: C(C)(=O)O (acetic acid), C(C)(C)NC(C)C (diisopropylamine), FC=1C=C(C=CC1)Br (3-fluorobromobenzene), C(CCC)[Li] (n-butyllithium). The solvent is O (water), O1CCCC1 (tetrahydrofuran). Conditions: temperature -78 celsius, time 1 hour. The product is BrC1=C(C=O)C(=CC=C1)F (2-Bromo-6-fluorobenzaldehyde). The yield is 88.0%. As a reaction SMILES: C(NC(C)C)(C)C.C([Li])CCC.[F:13][C:14]1[CH:15]=[C:16]([Br:20])[CH:17]=[CH:18][CH:19]=1.[C:21](O)(=[O:23])C>O1CCCC1.O>[Br:20][C:16]1[CH:17]=[CH:18][CH:19]=[C:14]([F:13])[C:15]=1[CH:21]=[O:23]. Procedure details: To a solution of diisopropylamine (15.7 ml 112 mmol) in anhydrous tetrahydrofuran (200 ml) cooled to 0° C. was added dropwise n-butyllithium (2.5M in hexanes, 44.8 ml, 112 mmol). After complete addition the mixture was cooled to −78° C. and 3-fluorobromobenzene (19.6 g, 112 mmol) added over 10 minutes. The mixture stirred at −78° C. for 1 hour then N,N diimethylformamide (9.72 ml, 125 mmol) was added dropwise over 5 minutes. The mixture was stirred for a further 10 minutes, then acetic acid (10 ... Yields the product CC[n+]1ccc(NC(=O)c2ccccc2)c(F)c1, [I-]. RXN SMILES: [CH3:20][CH2:21][O:22][C:23](=[O:24])[CH3:25].[CH3:26][S:27]([CH3:28])=[O:29].[CH3:30][N:31]([CH3:32])[CH:33]=[O:34].[F:1][c:2]1[cH:3][n:4][cH:5][cH:6][c:7]1[NH:8][C:9]([c:10]1[cH:11][cH:12][cH:13][cH:14][cH:15]1)=[O:16].[I:17][CH2:18][CH3:19]>>[F:1][c:2]1[cH:3][n+:4]([CH2:18][CH3:19])[cH:5][cH:6][c:7]1[NH:8][C:9]([c:10]1[cH:11][cH:12][cH:13][cH:14][cH:15]1)=[O:16].[I-:17]. Reactants: CCOC(C)=O, CS(C)=O, CN(C)C=O, O=C(Nc1ccncc1F)c1ccccc1, CCI. Reactants: CO, [O-]Cl, [Na+], O, Cc1ccccc1NC(CC(=O)O)C(=O)O. Product: C=C(Nc1ccccc1C)C(=O)O. As a reaction SMILES: [CH3:21][OH:22].[Cl:17][O-:18].[Na+:19].[OH2:20].[c:1]1([CH3:16])[c:2]([NH:7][CH:8]([CH2:9][C:10]([OH:11])=[O:12])[C:13](=[O:14])[OH:15])[cH:3][cH:4][cH:5][cH:6]1>>[c:1]1([CH3:16])[c:2]([NH:7][C:8](=[CH2:9])[C:13](=[O:14])[OH:15])[cH:3][cH:4][cH:5][cH:6]1. The reactants are COc1ccc(CCCc2ccc(C(=O)O)cc2)c(OCc2ccccc2)c1, CS(C)=O, N#C[Na]. Yields the product O=C(O)c1ccc(CCCc2ccc(O)cc2OCc2ccccc2)cc1. RXN SMILES: [CH2:1]([c:2]1[cH:3][cH:4][cH:5][cH:6][cH:7]1)[O:8][c:9]1[c:10]([CH2:17][CH2:18][CH2:19][c:20]2[cH:21][cH:22][c:23]([C:24](=[O:25])[OH:26])[cH:27][cH:28]2)[cH:11][cH:12][c:13]([O:15][CH3:16])[cH:14]1.[CH3:32][S:33]([CH3:34])=[O:35].[Na:29][C:30]#[N:31]>>[CH2:1]([c:2]1[cH:3][cH:4][cH:5][cH:6][cH:7]1)[O:8][c:9]1[c:10]([CH2:17][CH2:18][CH2:19][c:20]2[cH:21][cH:22][c:23]([C:24](=[O:25])[OH:26])[cH:27][cH:28]2)[cH:11][cH:12][c:13]([OH:15])[cH:14]1.